The task is: describe an organic reaction: reactants, conditions, products, and yield. This data is from the Open Reaction Database (ORD), a public repository of structured organic reaction records. Reactants: OC1=C(C=C(C2=CC=CC(=C12)CCC)/C=C(/C(=O)O)\C)OC ((E)-3-(4-hydroxy-3-methoxy-5-propyl-1-naphthyl)-2-methylpropenoic acid), C(C)(=O)OC(C)=O (acetic anhydride). The solvent is N1=CC=CC=C1 (pyridine). Run at time 8 hour. The product is C(C)(=O)OC1=C(C=C(C2=CC=CC(=C12)CCC)/C=C(/C(=O)O)\C)OC ((E)-3-(4-acetoxy-3-methoxy-5-propyl-1-naphthyl)-2-methylpropenoic acid). RXN SMILES: [OH:1][C:2]1[C:11]2[C:6](=[CH:7][CH:8]=[CH:9][C:10]=2[CH2:12][CH2:13][CH3:14])[C:5](/[CH:15]=[C:16](\[CH3:20])/[C:17]([OH:19])=[O:18])=[CH:4][C:3]=1[O:21][CH3:22].[C:23](OC(=O)C)(=[O:25])[CH3:24]>N1C=CC=CC=1>[C:23]([O:1][C:2]1[C:11]2[C:6](=[CH:7][CH:8]=[CH:9][C:10]=2[CH2:12][CH2:13][CH3:14])[C:5](/[CH:15]=[C:16](\[CH3:20])/[C:17]([OH:19])=[O:18])=[CH:4][C:3]=1[O:21][CH3:22])(=[O:25])[CH3:24]. Reported procedure: 7.1 g of (E)-3-(4-hydroxy-3-methoxy-5-propyl-1-naphthyl)-2-methylpropenoic acid was dissolved in 20 ml of pyridine and 2 ml of acetic anhydride was added, followed by stirring at room temperature overnight. The reaction mixture was concentrated in vacuo and the resultant crystals were filtered and washed with ethyl acetate to obtain 7.5 g of the titled compound as colorless crystals. The reactants are O=C1NC=2C=CC=C3C2N(C1)[C@@H]1[C@H]3CN(CC1)C(=O)OCC (ethyl (6bR,10aS)-2-oxo-2,3,6b,9,10,10a-hexahydro-1H-pyrido[3′,4′:4,5]pyrrolo[1,2,3-de]quinoxaline-8(7H)-carboxylate), C(CCC)I (n-butyl iodide), alkyl halide. The product is C(CCC)N1CCN2C=3C(=CC=CC13)[C@H]1[C@@H]2CCNC1 ((6bR,10aS)-3-butyl-2,3,6b,7,8,9,10,10a-octahydro-1H-pyrido[3′,4′:4,5]pyrrolo[1,2,3-de]quinoxaline). Reaction SMILES: O=[C:2]1[CH2:11][N:10]2[C@H:12]3[CH2:17][CH2:16][N:15](C(OCC)=O)[CH2:14][C@H:13]3[C:8]3[C:9]2=[C:4]([CH:5]=[CH:6][CH:7]=3)[NH:3]1.[CH2:23](I)[CH2:24][CH2:25][CH3:26]>>[CH2:23]([N:3]1[C:4]2[CH:5]=[CH:6][CH:7]=[C:8]3[C@@H:13]4[CH2:14][NH:15][CH2:16][CH2:17][C@@H:12]4[N:10]([C:9]=23)[CH2:11][CH2:2]1)[CH2:24][CH2:25][CH3:26]. Reported procedure: Utilizing the material from Example 255 Step A, the title compound was prepared in analogous fashion using n-butyl iodide as the alkyl halide and following the procedure of Step B-D of Example 255, as a viscous brown liquid. 1H NMR (CDCl3, 300 Mhz) δ 0.95 (t, 3H), 1.30–1.45 (m, 2H), 1.50–1.65 (m, 2H), 1.95–2.15 (m, 2H), 2.65–2.80 (m, 2H), 2.65–2.80 (m, 2H), 2.85–3.08 (m, 1H), 3.08–3.22 (m, 3H), 3.22–3.40 (m, 6H), 3.68–3.78 (m, 1H), 6.38 (d, J=7.1 Hz), 6.46 (d, J=7.1 Hz, 1H), 6.66 (t, J=7.7 Hz, 1...